The task is: describe an organic reaction: reactants, conditions, products, and yield. This data is from the Open Reaction Database (ORD), a public repository of structured organic reaction records. Reactants: CC(C)(C)C1CCNCC1, O=C(O)c1nc2c(s1)CCOc1cc(-c3cn[nH]c3)ccc1-2. Product: CC(C)(C)C1CCN(C(=O)c2nc3c(s2)CCOc2cc(-c4cn[nH]c4)ccc2-3)CC1. Reaction SMILES: [C:23]([CH3:24])([CH3:25])([CH3:26])[CH:27]1[CH2:28][CH2:29][NH:30][CH2:31][CH2:32]1.[nH:1]1[n:2][cH:3][c:4](-[c:6]2[cH:7][c:8]3[c:9]([cH:21][cH:22]2)-[c:10]2[n:11][c:12]([C:18](=[O:19])[OH:20])[s:13][c:14]2[CH2:15][CH2:16][O:17]3)[cH:5]1>>[nH:1]1[n:2][cH:3][c:4](-[c:6]2[cH:7][c:8]3[c:9]([cH:21][cH:22]2)-[c:10]2[n:11][c:12]([C:18](=[O:20])[N:30]4[CH2:29][CH2:28][CH:27]([C:23]([CH3:24])([CH3:25])[CH3:26])[CH2:32][CH2:31]4)[s:13][c:14]2[CH2:15][CH2:16][O:17]3)[cH:5]1. The reactants are OC(C1=C(C=CC(=C1)N1C=NC=C1)C)C1=C(C=C(C(=O)OC)C=C1C)C (Methyl (±)-4[α-hydroxy-5-(1-imidazolyl)-2-methylbenzyl]-3,5-dimethylbenzoate), O (water), N1=CC=CC=C1 (pyridine), COC=1C=C2C=CC(=CC2=CC1)[C@@H](C(=O)Cl)C ((S)-2-(6-methoxy-2-naphthyl)propionyl chloride). The solvent is CN(C=O)C (dimethylformamide), C1(=CC=CC=C1)C (toluene). Yields the product N1(C=NC=C1)C=1C=CC(=C(C(OC([C@@H](C)C2=CC3=CC=C(C=C3C=C2)OC)=O)C2=C(C=C(C(=O)OC)C=C2C)C)C1)C (methyl (±)-4-[5-(1-imidazolyl)-α-{(S)-2-(6-methoxy-2-naphthyl)propionyloxy}-2-methylbenzyl]-3,5-dimethylbenzoate). Isolated yield 100.5%. RXN SMILES: [OH:1][CH:2]([C:15]1[C:24]([CH3:25])=[CH:23][C:18]([C:19]([O:21][CH3:22])=[O:20])=[CH:17][C:16]=1[CH3:26])[C:3]1[CH:8]=[C:7]([N:9]2[CH:13]=[CH:12][N:11]=[CH:10]2)[CH:6]=[CH:5][C:4]=1[CH3:14].N1C=CC=CC=1.[CH3:33][O:34][C:35]1[CH:36]=[C:37]2[C:42](=[CH:43][CH:44]=1)[CH:41]=[C:40]([C@H:45]([CH3:49])[C:46](Cl)=[O:47])[CH:39]=[CH:38]2.O>CN(C)C=O.C1(C)C=CC=CC=1>[N:9]1([C:7]2[CH:6]=[CH:5][C:4]([CH3:14])=[C:3]([CH:8]=2)[CH:2]([C:15]2[C:16]([CH3:26])=[CH:17][C:18]([C:19]([O:21][CH3:22])=[O:20])=[CH:23][C:24]=2[CH3:25])[O:1][C:46](=[O:47])[C@H:45]([C:40]2[CH:39]=[CH:38][C:37]3[C:42](=[CH:43][CH:44]=[C:35]([O:34][CH3:33])[CH:36]=3)[CH:41]=2)[CH3:49])[CH:13]=[CH:12][N:11]=[CH:10]1. Procedure: Methyl (±)-4[α-hydroxy-5-(1-imidazolyl)-2-methylbenzyl]-3,5-dimethylbenzoate (70 g) was suspended in dimethylformamide (350 ml) and pyridine (23.7 ml) and a solution of (S)-2-(6-methoxy-2-naphthyl)propionyl chloride (59.7 g) in toluene (250 ml) was added dropwise to the suspension over 10 minutes with stirring under ice-cooling. The mixture was stirred at room temperature for 4 hours, poured into water (1400 ml), and the precipitated oily substance was extracted with toluene and washed successiv... Starting materials: C(C)(C)(CC)OC(=O)NC=1SC=C(N1)C(C(=O)NC1[C@@H]2N(C(=C(CS2)CSC2=NN=NN2CC(=O)O)C(=O)O)C1=O)=O (7-[2-(2-tert-pentyloxycarbonylamino-1,3-thiazol-4-yl)glyoxylamido]-3-(1-carboxymethyl-1H-tetrazol-5-yl)thiomethyl-3-cephem-4-carboxylic acid). The solvent is C(=O)O (formic acid). Conditions: time 3.5 hour. The product is NC=1SC=C(N1)C(C(=O)NC1[C@@H]2N(C(=C(CS2)CSC2=NN=NN2CC(=O)O)C(=O)O)C1=O)=O (7-[2-(2-amino-1,3-thiazol-4-yl)glyoxylamido]-3-(1-carboxymethyl-1H-tetrazol-5-yl)thiomethyl-3-cephem-4-carboxylic acid). Yield: 33.6%. Reaction SMILES: C(OC([NH:9][C:10]1[S:11][CH:12]=[C:13]([C:15](=[O:42])[C:16]([NH:18][CH:19]2[C:40](=[O:41])[N:21]3[C:22]([C:37]([OH:39])=[O:38])=[C:23]([CH2:26][S:27][C:28]4[N:32]([CH2:33][C:34]([OH:36])=[O:35])[N:31]=[N:30][N:29]=4)[CH2:24][S:25][C@H:20]23)=[O:17])[N:14]=1)=O)(CC)(C)C>C(O)=O>[NH2:9][C:10]1[S:11][CH:12]=[C:13]([C:15](=[O:42])[C:16]([NH:18][CH:19]2[C:40](=[O:41])[N:21]3[C:22]([C:37]([OH:39])=[O:38])=[C:23]([CH2:26][S:27][C:28]4[N:32]([CH2:33][C:34]([OH:36])=[O:35])[N:31]=[N:30][N:29]=4)[CH2:24][S:25][C@H:20]23)=[O:17])[N:14]=1. Procedure: A mixture of 7-[2-(2-tert-pentyloxycarbonylamino-1,3-thiazol-4-yl)glyoxylamido]-3-(1-carboxymethyl-1H-tetrazol-5-yl)thiomethyl-3-cephem-4-carboxylic acid (870 mg.) and 99% formic acid (16 ml.) was stirred for 3.5 hours at ambient temperature. The solvent was distilled off and to the residue was added diethyl ether (20 ml.). Insoluble material was collected by filtration and dissolved in 5% sodium bicarbonate aqueous solution (20 ml.) the aqueous solution was washed with ethyl acetate (20 ml.) an... Starting materials: N1C(=CC2=CC=CC=C12)C(=O)O (Indole-2-carboxylic acid), N[C@@H](C)C(=O)N1C2=C(C3=C(C(C1=O)C)C=CC=C3)C(=CC=C2)N (5-(L-alaninyl)-amino-7-methyl-5,7-dihydro-6H-dibenz[b,d]azepin-6-one). Yields the product N1C(=CC2=CC=CC=C12)C(=O)N[C@@H](C)C(=O)N1C2=C(C3=C(C(C1=O)C)C=CC=C3)C(=CC=C2)N (5-[N′-(Indole-2-oyl)-L-alaninyl]-amino-7-methyl-5,7-dihydro-6H-dibenz[b,d]azepin-6-one). As a reaction SMILES: [NH:1]1[C:9]2[C:4](=[CH:5][CH:6]=[CH:7][CH:8]=2)[CH:3]=[C:2]1[C:10]([OH:12])=O.[NH2:13][C@H:14]([C:16]([N:18]1[C:24](=[O:25])[CH:23]([CH3:26])[C:22]2[CH:27]=[CH:28][CH:29]=[CH:30][C:21]=2[C:20]2[C:31]([NH2:35])=[CH:32][CH:33]=[CH:34][C:19]1=2)=[O:17])[CH3:15]>>[NH:1]1[C:9]2[C:4](=[CH:5][CH:6]=[CH:7][CH:8]=2)[CH:3]=[C:2]1[C:10]([NH:13][C@H:14]([C:16]([N:18]1[C:24](=[O:25])[CH:23]([CH3:26])[C:22]2[CH:27]=[CH:28][CH:29]=[CH:30][C:21]=2[C:20]2[C:31]([NH2:35])=[CH:32][CH:33]=[CH:34][C:19]1=2)=[O:17])[CH3:15])=[O:12]. Reported procedure: Following General Procedure D using Indole-2-carboxylic acid (Aldrich) and 5-(L-alaninyl)-amino-7-methyl-5,7-dihydro-6H-dibenz[b,d]azepin-6-one (Example 3-B), the title compound was prepared. Reactants: BrBr (Bromine), ClC=1NC(=CC1C#N)C (2-chloro-3-cyano-5-methylpyrrole), O (H2O), [S-]C#N.[Na+] (sodium thiocyanate). The solvent is CO (methanol), CO (methanol), CO (methanol). Conditions: temperature -78 celsius, time 30 minute. The product is ClC=1NC(=C(C1C#N)SC#N)C (2-Chloro-3-cyano-4-thiocyanato-5-methylpyrrole). RXN SMILES: [S-:1][C:2]#[N:3].[Na+].BrBr.[Cl:7][C:8]1[NH:9][C:10]([CH3:15])=[CH:11][C:12]=1[C:13]#[N:14].O>CO>[Cl:7][C:8]1[NH:9][C:10]([CH3:15])=[C:11]([S:1][C:2]#[N:3])[C:12]=1[C:13]#[N:14] |f:0.1|. Procedure: A solution of sodium thiocyanate (7.5 g) in 50 ml of methanol was cooled to −76° C. Bromine in 30 ml of cold methanol was added dropwise over 12 min. A slurry of 2-chloro-3-cyano-5-methylpyrrole in 30 ml of cold methanol was added at once. After stirring 30 min at −78° C., the mixture was poured into H2O and stirred overnight, then filtered, washed with water and hexane, and air dried to afford 6.57 g of an off-white solid, m.p. 171° C.